Dataset: the Open Reaction Database (ORD), a public repository of structured organic reaction records. Task: describe an organic reaction: reactants, conditions, products, and yield The reactants are O=c1c2cc(Br)ccc2nc(CCl)n1-c1ccccc1Cl, [K+], [K+], Nc1ncnc2[nH]cnc12, O=C([O-])[O-], CN(C)C=O. Product: Nc1ncnc2c1ncn2Cc1nc2ccc(Br)cc2c(=O)n1-c1ccccc1Cl. RXN SMILES: [Br:1][c:2]1[cH:3][c:4]2[c:5](=[O:21])[n:6](-[c:14]3[c:15]([Cl:20])[cH:16][cH:17][cH:18][cH:19]3)[c:7]([CH2:12][Cl:13])[n:8][c:9]2[cH:10][cH:11]1.[K+:32].[K+:33].[NH2:22][c:23]1[n:24][cH:25][n:26][c:27]2[nH:28][cH:29][n:30][c:31]12.[O-:34][C:35]([O-:36])=[O:37].[O:38]=[CH:39][N:40]([CH3:41])[CH3:42]>>[Br:1][c:2]1[cH:3][c:4]2[c:5](=[O:21])[n:6](-[c:14]3[c:15]([Cl:20])[cH:16][cH:17][cH:18][cH:19]3)[c:7]([CH2:12][n:28]3[c:27]4[n:26][cH:25][n:24][c:23]([NH2:22])[c:31]4[n:30][cH:29]3)[n:8][c:9]2[cH:10][cH:11]1. Starting materials: [N+](=O)([O-])C=1C=NC=CC1OC1=CC=CC=C1 (3-nitro-4-phenoxypyridine). Reagents/catalysts: [Pd] (Pd/C). Run in C(C)O (ethanol), C(C)O (ethanol). Run at time 2 hour. The product is O(C1=CC=CC=C1)C1=C(C=NC=C1)N (4-Phenoxy-3-pyridinamine). Yield: 99.1%. Reaction SMILES: [N+:1]([C:4]1[CH:5]=[N:6][CH:7]=[CH:8][C:9]=1[O:10][C:11]1[CH:16]=[CH:15][CH:14]=[CH:13][CH:12]=1)([O-])=O>C(O)C.[Pd]>[O:10]([C:9]1[CH:8]=[CH:7][N:6]=[CH:5][C:4]=1[NH2:1])[C:11]1[CH:12]=[CH:13][CH:14]=[CH:15][CH:16]=1. Reported procedure: To a slurry of 10% Pd/C in 5 ml of absolute ethanol was added 3-nitro-4-phenoxypyridine (7.5 g) in 245 ml of ethanol. This mixture was shaken on a Parr apparatus for two hours. The mixture was filtered and the filtrate concentrated to yield an oil (6.4 g) which was eluted with ethyl acetate on a silica gel column in HPLC. The desired fractions were concentrated to yield an oil (4.5 g). This material was distilled using a Kugelrohr apparatus to yield an oil (1.8 g). Reactants: COC(CC1=CC(=CC=C1)SC(N(C)C)=O)=O ((3-dimethylcarbamoylsulfanyl-phenyl)-acetic acid methyl ester), [OH-].[K+] (potassium hydroxide). Solvent: O (water). Product: COC(CC1=CC(=CC=C1)S)=O ((3-Mercapto-phenyl)-acetic acid methyl ester). As a reaction SMILES: [CH3:1][O:2][C:3](=[O:17])[CH2:4][C:5]1[CH:10]=[CH:9][CH:8]=[C:7]([S:11]C(=O)N(C)C)[CH:6]=1.[OH-].[K+]>O>[CH3:1][O:2][C:3](=[O:17])[CH2:4][C:5]1[CH:10]=[CH:9][CH:8]=[C:7]([SH:11])[CH:6]=1 |f:1.2|. Procedure: A mixture of (3-dimethylcarbamoylsulfanyl-phenyl)-acetic acid methyl ester (2.0 g, 7.9 mmol), potassium hydroxide (1.4 g, 24 mmol) methanol (50 mL), and water (5 mL) is stirred at reflux 3 hr. The mixture is concentrated, and product partitioned between 1M aqueous hydrochloric acid (50 mL) and ethyl acetate (3×75 mL). The combined extracts are dried over anhydrous magnesium sulfate, filtered and concentrated. The residue is taken up in methanol (50 mL), 2 mL concentrated sulfuric acid is added, ... Reactants: O=Cc1ccccc1, OCc1ccc(O)c(CO)n1. Product: OCc1ccc2c(n1)COC(c1ccccc1)O2. As a reaction SMILES: [CH:12](=[O:13])[c:14]1[cH:15][cH:16][cH:17][cH:18][cH:19]1.[OH:1][CH2:2][c:3]1[n:4][c:5]([CH2:10][OH:11])[cH:6][cH:7][c:8]1[OH:9]>>[O:1]1[CH2:2][c:3]2[n:4][c:5]([CH2:10][OH:11])[cH:6][cH:7][c:8]2[O:9][CH:12]1[c:14]1[cH:15][cH:16][cH:17][cH:18][cH:19]1. Procedure: A solution of N-butanesulfonyl-N-trimethylsilylamide (prepared according to the procedure described in Example 8) (1.72 g, 8.28 mmol), t-butoxycarbonylvaline fluoride (1.01 g, 4.6 mmol), and dimethylaminopyridine (220 mg, 1.84 mmol) in tetrahydrofuran (25 ml) is stirred at room temperature for 1 hour. The mixture is diluted with 10% citric acid and extracted with ethyl acetate. The organic layer is washed with water and brine, dried over magnesium sulfate, and concentrated in vacuo. The crude ma... Yields the product C(CCC)S(=O)(=O)NC([C@@H](NC(=O)OC(C)(C)C)C(C)C)=O (N-butanesulfonyl-(t-butoxycarbonyl)valineamide). The reactants are C(CCC)S(=O)(=O)[N-][Si](C)(C)C (N-butanesulfonyl-N-trimethylsilylamide), C(C)(C)(C)OC(=O)N[C@@H](C(C)C)C(=O)F (t-butoxycarbonylvaline fluoride), CN(C)C1=NC=CC=C1 (dimethylaminopyridine). The solvent is O1CCCC1 (tetrahydrofuran), C(CC(O)(C(=O)O)CC(=O)O)(=O)O (citric acid). As a reaction SMILES: [CH2:1]([S:5]([N-:8][Si](C)(C)C)(=[O:7])=[O:6])[CH2:2][CH2:3][CH3:4].[C:13]([O:17][C:18]([NH:20][C@H:21]([C:25](F)=[O:26])[CH:22]([CH3:24])[CH3:23])=[O:19])([CH3:16])([CH3:15])[CH3:14].CN(C1C=CC=CN=1)C>O1CCCC1.C(O)(=O)CC(CC(O)=O)(C(O)=O)O>[CH2:1]([S:5]([NH:8][C:25](=[O:26])[C@H:21]([CH:22]([CH3:23])[CH3:24])[NH:20][C:18]([O:17][C:13]([CH3:14])([CH3:15])[CH3:16])=[O:19])(=[O:7])=[O:6])[CH2:2][CH2:3][CH3:4]. Run at time 1 hour. The reactants are C=CCCCCN(C)C(=O)C1CC(O)CN1C(=O)OC(C)(C)C, ClCCl, O=C(O)C(F)(F)F. Product: C=CCCCCN(C)C(=O)C1CC(O)CN1. As a reaction SMILES: [CH2:8]([CH2:9][CH2:10][CH2:11][CH:12]=[CH2:13])[N:14]([C:15](=[O:16])[CH:17]1[N:18]([C:23]([O:24][C:25]([CH3:26])([CH3:27])[CH3:28])=[O:29])[CH2:19][CH:20]([OH:22])[CH2:21]1)[CH3:30].[Cl:31][CH2:32][Cl:33].[OH:1][C:2]([C:3]([F:4])([F:5])[F:6])=[O:7]>>[CH2:8]([CH2:9][CH2:10][CH2:11][CH:12]=[CH2:13])[N:14]([C:15](=[O:16])[CH:17]1[NH:18][CH2:19][CH:20]([OH:22])[CH2:21]1)[CH3:30]. The reactants are ClC1=C(C(=NN1C)C(F)(F)F)C=O (5-chloro-1-methyl-3-(trifluoromethyl)-1H-pyrazole-4-carbaldehyde), ClC=1C=C(C=CC1Cl)O (3,4-dichlorophenol), C([O-])([O-])=O.[K+].[K+] (potassium carbonate). Yields the product ClC=1C=C(OC2=C(C(=NN2C)C(F)(F)F)C(=O)O)C=CC1Cl (5-(3,4-dichlorophenoxy)-1-methyl-3-(trifluoromethyl)-1H-pyrazole-4-carboxylic acid). As a reaction SMILES: Cl[C:2]1[N:6]([CH3:7])[N:5]=[C:4]([C:8]([F:11])([F:10])[F:9])[C:3]=1[CH:12]=[O:13].[Cl:14][C:15]1[CH:16]=[C:17]([OH:22])[CH:18]=[CH:19][C:20]=1[Cl:21].C(=O)([O-])[O-:24].[K+].[K+]>>[Cl:14][C:15]1[CH:16]=[C:17]([CH:18]=[CH:19][C:20]=1[Cl:21])[O:22][C:2]1[N:6]([CH3:7])[N:5]=[C:4]([C:8]([F:11])([F:10])[F:9])[C:3]=1[C:12]([OH:13])=[O:24] |f:2.3.4|. Procedure details: The title compound was prepared using 5-chloro-1-methyl-3-(trifluoromethyl)-1H-pyrazole-4-carbaldehyde and 3,4-dichlorophenol in the manner similar to the method in Production Example 1 above except potassium carbonate was used instead of potassium hydroxide. Reaction SMILES: Br[Zn][CH2:3][C:4]([O:6][CH2:7][CH3:8])=[O:5].[CH:9]1[CH:13]=[C:12]([CH:14]=[O:15])[O:11][CH:10]=1.Cl.C(OCC)(=O)C>C1COCC1>[O:11]1[CH:10]=[CH:9][CH:13]=[C:12]1[CH:14]([OH:15])[CH2:3][C:4]([O:6][CH2:7][CH3:8])=[O:5]. The solvent is C1CCOC1 (THF), C1CCOC1 (THF), C1CCOC1 (THF). Reactants: C1=COC(=C1)C=O (2-furfural), C(C)(=O)OCC (ethyl acetate), Cl (hydrochloric acid), Br[Zn]CC(=O)OCC (BrZnCH2COOEt). The product is O1C(=CC=C1)C(CC(=O)OCC)O (ethyl 3-(2-furyl)-3-hydroxypropanoate). Procedure: Under nitrogen atmosphere, 30 mL of THF was added to 6.09 g (10 mmol, 1.0 equivalent) of (BrZnCH2COOEt.THF)2. Under argon atmosphere, a solution of 0.96 g (10 mmol) of 2-furfural in 5 mL of THF was added dropwise while stirring at 0˜5° C. The mixture was stirred at 0˜5° C. for 3 hours. 25 mL of 1N hydrochloric acid was added dropwise at 20° C. or lower, followed by dilution with 50 mL of ethyl acetate. Then, the layers were separated. The organic layer was washed successively with 10 mL of 1N hy... Isolated yield 91.0%. The product is Cc1ccc(N2CCN(C(=O)c3c(F)cc(N4C(=O)OCC4C)cc3F)CC2)nc1. Reaction SMILES: [Br:1][c:2]1[cH:3][c:4]([F:24])[c:5]([C:9](=[O:10])[N:11]2[CH2:12][CH2:13][N:14]([c:17]3[n:18][cH:19][c:20]([CH3:23])[cH:21][cH:22]3)[CH2:15][CH2:16]2)[c:6]([F:8])[cH:7]1.[CH3:25][CH:26]1[NH:27][C:28](=[O:31])[O:29][CH2:30]1>>[c:2]1([N:27]2[CH:26]([CH3:25])[CH2:30][O:29][C:28]2=[O:31])[cH:3][c:4]([F:24])[c:5]([C:9](=[O:10])[N:11]2[CH2:12][CH2:13][N:14]([c:17]3[n:18][cH:19][c:20]([CH3:23])[cH:21][cH:22]3)[CH2:15][CH2:16]2)[c:6]([F:8])[cH:7]1. The reactants are Cc1ccc(N2CCN(C(=O)c3c(F)cc(Br)cc3F)CC2)nc1, CC1COC(=O)N1.